From a dataset of the Open Reaction Database (ORD), a public repository of structured organic reaction records. describe an organic reaction: reactants, conditions, products, and yield Reactants: BrC=1C=NC=2N(C1)N=C(C2)C(=O)O (6-bromo-pyrazolo[1,5-a]pyrimidine-2-carboxylic acid), FC1=C2CCNC(C2=CC=C1)C(F)(F)F (5-fluoro-1-trifluoromethyl-1,2,3,4-tetrahydro-isoquinoline). Product: BrC=1C=NC=2N(C1)N=C(C2)C(=O)N2C(C1=CC=CC(=C1CC2)F)C(F)(F)F ((6-Bromo-pyrazolo[1,5-a]pyrimidin-2-yl)-(5-fluoro-1-trifluoromethyl-3,4-dihydro-1H-isoquinolin-2-yl)-methanone). As a reaction SMILES: [Br:1][C:2]1[CH:3]=[N:4][C:5]2[N:6]([N:8]=[C:9]([C:11]([OH:13])=O)[CH:10]=2)[CH:7]=1.[F:14][C:15]1[CH:24]=[CH:23][CH:22]=[C:21]2[C:16]=1[CH2:17][CH2:18][NH:19][CH:20]2[C:25]([F:28])([F:27])[F:26]>>[Br:1][C:2]1[CH:3]=[N:4][C:5]2[N:6]([N:8]=[C:9]([C:11]([N:19]3[CH2:18][CH2:17][C:16]4[C:21](=[CH:22][CH:23]=[CH:24][C:15]=4[F:14])[CH:20]3[C:25]([F:26])([F:27])[F:28])=[O:13])[CH:10]=2)[CH:7]=1. Procedure: In close analogy to the procedure described in Example 1, 6-bromo-pyrazolo[1,5-a]pyrimidine-2-carboxylic acid is reacted with 5-fluoro-1-trifluoromethyl-1,2,3,4-tetrahydro-isoquinoline to provide the title compound in moderate yield. Reactants: [BH4-], O=C([O-])[O-], Cc1ccccc1, O=Cc1ccc(Cl)cc1, Cl, [K+], [K+], NC1CCC(O)CC1, [Na+], O. Product: OC1CCC(NCc2ccc(Cl)cc2)CC1. Reaction SMILES: [BH4-:25].[C:10](=[O:11])([O-:12])[O-:13].[CH3:28][c:29]1[cH:30][cH:31][cH:32][cH:33][cH:34]1.[Cl:16][c:17]1[cH:18][cH:19][c:20]([CH:21]=[O:22])[cH:23][cH:24]1.[ClH:1].[K+:14].[K+:15].[NH2:2][CH:3]1[CH2:4][CH2:5][CH:6]([OH:9])[CH2:7][CH2:8]1.[Na+:26].[OH2:27]>>[NH:2]([CH:3]1[CH2:4][CH2:5][CH:6]([OH:9])[CH2:7][CH2:8]1)[CH2:21][c:20]1[cH:19][cH:18][c:17]([Cl:16])[cH:24][cH:23]1.